From a dataset of the Open Reaction Database (ORD), a public repository of structured organic reaction records. describe an organic reaction: reactants, conditions, products, and yield Reactants: CC=1C(=NC=C(C1)C)CNCC1=NC=CC=C1N1CCOCC1 ((3,5-dimethyl-pyridin-2-ylmethyl)-(3-morpholin-4-yl-pyridin-2-ylmethyl)-amine), O=C1N(C(C2=CC=CC=C12)=O)CCCC=O (4-(1,3-dioxo-1,3-dihydro-isoindol-2-yl)-butyraldehyde), [BH-](OC(=O)C)(OC(=O)C)OC(=O)C.[Na+] (NaBH(OAc)3), NN.O (NH2NH2.H2O). Yields the product NCCCCN(CC1=NC=C(C=C1C)C)CC1=C(C(=O)O)C=CC=N1 (2-{[(4-Amino-butyl)-(3,5-dimethyl-pyridin-2-ylmethyl)-amino]-methyl}-nicotinic acid), COMPOUND 201. RXN SMILES: [CH3:1][C:2]1[C:3]([CH2:9][NH:10][CH2:11][C:12]2[C:17](N3CCOCC3)=[CH:16][CH:15]=[CH:14][N:13]=2)=[N:4][CH:5]=[C:6]([CH3:8])[CH:7]=1.O=C1C2C(=CC=CC=2)C(=O)[N:26]1[CH2:35][CH2:36][CH2:37][CH:38]=O.[BH-](OC(C)=O)(OC(C)=O)[O:41][C:42](C)=[O:43].[Na+].NN.O>>[NH2:26][CH2:35][CH2:36][CH2:37][CH2:38][N:10]([CH2:11][C:12]1[N:13]=[CH:14][CH:15]=[CH:16][C:17]=1[C:42]([OH:43])=[O:41])[CH2:9][C:3]1[C:2]([CH3:1])=[CH:7][C:6]([CH3:8])=[CH:5][N:4]=1 |f:2.3,4.5|. Procedure details: Using General Procedure B: Reaction of C-(3-morpholin-4-yl-pyridin-2-yl)-methylamine, 3.5-dimethyl-pyridine-2-carbaldehyde and NaBH(OAc)3 gave (3,5-dimethyl-pyridin-2-ylmethyl)-(3-morpholin-4-yl-pyridin-2-ylmethyl)-amine as a colorless oil. 1H NMR (CDCl3) δ 2.27 (s, 3H), 2.30 (s, 3H), 2.92-2.95 (m, 4H), 3.79-3.82 (m, 4H), 3.95 (s, 2H), 4.03 (s, 2H), 7.14 (dd, 1H, J=4.5, 8.1 Hz), 7.23 (s, 1H), 7.33 (dd, 1H, J=1.2, 8.1 Hz), 8.22 (s, 1H), 8.31 (dd, 1H, J=1.2, 4.5 Hz). Further reaction of (3,5-dimet... The reactants are P(O)(O)(O)=O (phosphoric acid), [CH-]1C=CC=C1.[CH-]1C=CC=C1.[Fe+2] (ferrocene), CN(C)CN(C)C (bis-dimethylaminomethane), [CH-]1C=CC=C1.[CH-]1C=CC=C1.[Fe+2] (ferrocene), [OH-].[Na+] (sodium hydroxide). Solvent: C(C)(=O)O (acetic acid), O (water), O (water). The product is CN(C)C=1[C-](C=CC1)C.[CH-]1C=CC=C1.[Fe+2] (N,N-dimethylamino-methylferrocene). The yield is 83.9%. As a reaction SMILES: [CH3:1][N:2]([CH2:4]N(C)C)[CH3:3].P(=O)(O)(O)O.[OH-].[Na+].[CH-:15]1[CH:19]=[CH:18][CH:17]=[CH:16]1.[CH-:20]1[CH:24]=[CH:23][CH:22]=[CH:21]1.[Fe+2:25]>C(O)(=O)C.O>[CH3:1][N:2]([C:4]1[C-:19]([CH3:18])[CH:15]=[CH:16][CH:17]=1)[CH3:3].[CH-:20]1[CH:24]=[CH:23][CH:22]=[CH:21]1.[Fe+2:25] |f:2.3,4.5.6,9.10.11|. Procedure: 173 g (1.69 moles) of bis-dimethylaminomethane were added, while cooling, to a solution of 173 g of phosphoric acid in 1,600 ml of glacial acetic acid, 185.6 g (1.0 mole) of ferrocene were then added and the mixture was warmed for 5 hours under a nitrogen atmosphere on a waterbath. The reaction mixture was then cooled to room temperature and diluted with 2,200 ml of water and unconverted ferrocene was removed by extraction with ether. The remaining reaction mixture was rendered alkaline by addin... Reactants: C(=O)(OCC1=CC=CC=C1)ON1C(=O)CCC1=O (CBZ-OSu), CC1(NCCNC1)CO ((2-methylpiperazin-2-yl)methanol), O (H2O), [OH-].[Na+] (NaOH). The solvent is CC(=O)N(C)C (DMA), CC#N.CC(=O)N(C)C.O (CH3CN DMA H2O), [Cl-].[Na+].O (brine). Run at temperature 0 celsius, time 30 minute. Product: OCC1(CN(CCN1)C(=O)OCC1=CC=CC=C1)C (racemic benzyl 3-(hydroxymethyl)-3-methylpiperazine-1-carboxylate). Yield: 96.6%. RXN SMILES: [CH3:1][C:2]1([CH2:8][OH:9])[CH2:7][NH:6][CH2:5][CH2:4][NH:3]1.[C:10](ON1C(=O)CCC1=O)([O:12][CH2:13][C:14]1[CH:19]=[CH:18][CH:17]=[CH:16][CH:15]=1)=[O:11].O.[OH-].[Na+]>CC#N.CC(N(C)C)=O.O.CC(N(C)C)=O.[Cl-].[Na+].O>[OH:9][CH2:8][C:2]1([CH3:1])[NH:3][CH2:4][CH2:5][N:6]([C:10]([O:12][CH2:13][C:14]2[CH:19]=[CH:18][CH:17]=[CH:16][CH:15]=2)=[O:11])[CH2:7]1 |f:3.4,5.6.7,9.10.11|. Procedure details: To crude (2-methylpiperazin-2-yl)methanol (10 C) (0.042 mol) dissolved in CH3CN/DMA/H2O (20 mL, 20 mL, 20 mL) cooled to 0° C. was added CBZ-OSu (9.5 g, 0.038 mol) in DMA (15 mL). The reaction was stirred at 0° C. for 30 min then warmed to RT. To the mixture was added H2O (500 mL), sat'd brine (50 mL) and 1M NaOH (50 mL), then the residue was extracted four times with EtOAc (100 mL). The combined EtOAc layers were washed twice with brine then dried over MgSO4 and the solvent removed in vacuo to g...